Dataset: the Open Reaction Database (ORD), a public repository of structured organic reaction records. Task: describe an organic reaction: reactants, conditions, products, and yield Reactants: CCOC(=O)N1c2ccccc2C=CC1OCC, CC(C)=O, NNC(=O)c1ccc(O)cc1, O=C(O)CCCc1ccc2ccccc2c1. Yields the product NN(C(=O)CCCc1ccc2ccccc2c1)C(=O)c1ccc(O)cc1. As a reaction SMILES: [CH2:17]([O:18][CH:19]1[CH:20]=[CH:21][c:22]2[c:23]([cH:24][cH:25][cH:26][cH:27]2)[N:28]1[C:29]([O:30][CH2:31][CH3:32])=[O:33])[CH3:34].[CH3:46][C:47](=[O:48])[CH3:49].[OH:35][c:36]1[cH:37][cH:38][c:39]([C:40](=[O:41])[NH:42][NH2:43])[cH:44][cH:45]1.[cH:1]1[c:2]([CH2:11][CH2:12][CH2:13][C:14](=[O:15])[OH:16])[cH:3][cH:4][c:5]2[cH:6][cH:7][cH:8][cH:9][c:10]12>>[cH:1]1[c:2]([CH2:11][CH2:12][CH2:13][C:14](=[O:16])[N:42]([C:40]([c:39]2[cH:38][cH:37][c:36]([OH:35])[cH:45][cH:44]2)=[O:41])[NH2:43])[cH:3][cH:4][c:5]2[cH:6][cH:7][cH:8][cH:9][c:10]12.